Dataset: the Open Reaction Database (ORD), a public repository of structured organic reaction records. Task: describe an organic reaction: reactants, conditions, products, and yield Starting materials: OC1=CC=C(C2=CC=CC=C12)O (1,4-Dihydroxynaphthalene), COC1=CC=C(C=C1)[Te](=O)C1=CC=C(C=C1)OC (bis-(p-methoxyphenyl)-telluroxide). Run in C(Cl)(Cl)Cl (chloroform). Yields the product COC1=CC=C(C=C1)[Te]C1=CC=C(C=C1)OC (bis-(p-methoxyphenyl)-telluride), C1=CC=C2C(=O)C=CC(=O)C2=C1 (p-naphthoquinone). Isolated yield 97.0%. RXN SMILES: [OH:1][C:2]1[C:11]2[C:6](=[CH:7][CH:8]=[CH:9][CH:10]=2)[C:5]([OH:12])=[CH:4][CH:3]=1.[CH3:13][O:14][C:15]1[CH:20]=[CH:19][C:18]([Te:21]([C:23]2[CH:28]=[CH:27][C:26]([O:29][CH3:30])=[CH:25][CH:24]=2)=O)=[CH:17][CH:16]=1>C(Cl)(Cl)Cl>[CH3:30][O:29][C:26]1[CH:25]=[CH:24][C:23]([Te:21][C:18]2[CH:19]=[CH:20][C:15]([O:14][CH3:13])=[CH:16][CH:17]=2)=[CH:28][CH:27]=1.[CH:8]1[CH:7]=[C:6]2[C:11]([C:2]([CH:3]=[CH:4][C:5]2=[O:12])=[O:1])=[CH:10][CH:9]=1. Procedure details: 1,4-Dihydroxynaphthalene (80 mg, 0.50 mmol) and bis-(p-methoxyphenyl)-telluroxide (196 mg, 0.55 mmol) were stirred in chloroform (4 ml) at room temperature under argon for 1 h. The reaction mixture was concentrated by evaporation of the solvent under reduced pressure and p.l.c. (benzene-ethyl acetate 9:1) gave bis-(p-methoxyphenyl)-telluride (96 mg, 56%) and p-naphthoquinone (77 mg, 97%) as an olive green solid m.p. 122°-125° which on recrystallisation from ethanol gave yellow needles (60 mg, 76... Reactants: CCOC(=O)CCBr, O=C([O-])[O-], Clc1ccc(C(OC2CCNCC2)c2ccccn2)cc1, [K+], [K+], C1COCCO1. The product is CCOC(=O)CCN1CCC(OC(c2ccc(Cl)cc2)c2ccccn2)CC1. As a reaction SMILES: [Br:22][CH2:23][CH2:24][C:25](=[O:26])[O:27][CH2:28][CH3:29].[C:30](=[O:31])([O-:32])[O-:33].[Cl:1][c:2]1[cH:3][cH:4][c:5]([CH:8]([O:9][CH:10]2[CH2:11][CH2:12][NH:13][CH2:14][CH2:15]2)[c:16]2[n:17][cH:18][cH:19][cH:20][cH:21]2)[cH:6][cH:7]1.[K+:34].[K+:35].[O:36]1[CH2:37][CH2:38][O:39][CH2:40][CH2:41]1>>[Cl:1][c:2]1[cH:3][cH:4][c:5]([CH:8]([O:9][CH:10]2[CH2:11][CH2:12][N:13]([CH2:23][CH2:24][C:25](=[O:26])[O:27][CH2:28][CH3:29])[CH2:14][CH2:15]2)[c:16]2[n:17][cH:18][cH:19][cH:20][cH:21]2)[cH:6][cH:7]1.